Dataset: the Open Reaction Database (ORD), a public repository of structured organic reaction records. Task: describe an organic reaction: reactants, conditions, products, and yield Reactants: CCN=C=NCCCN(C)C (EDCI), N([C@H](CC1=CC=CC=C1)C(=O)O)C(=O)OCC1=CC=CC=C1 (Z-DPhe-OH), N([C@@H](C(C)C)C(=O)OC)C.Cl (H-NMeVal-OMe hydrochloride), C(C)(C)N(CC)C(C)C (diisopropyl-ethylamine). Run in ClCCl (dichloromethane). Conditions: time 1 hour. Product: N([C@H](CC1=CC=CC=C1)C(=O)N([C@@H](C(C)C)C(=O)OC)C)C(=O)OCC1=CC=CC=C1 (Z-DPhe-NMeVal-OMe). Yield: 84.5%. RXN SMILES: [NH:1]([C:13]([O:15][CH2:16][C:17]1[CH:22]=[CH:21][CH:20]=[CH:19][CH:18]=1)=[O:14])[C@@H:2]([C:10]([OH:12])=O)[CH2:3][C:4]1[CH:9]=[CH:8][CH:7]=[CH:6][CH:5]=1.[NH:23]([CH3:32])[C@H:24]([C:28]([O:30][CH3:31])=[O:29])[CH:25]([CH3:27])[CH3:26].Cl.C(N(C(C)C)CC)(C)C.CCN=C=NCCCN(C)C>ClCCl>[NH:1]([C:13]([O:15][CH2:16][C:17]1[CH:22]=[CH:21][CH:20]=[CH:19][CH:18]=1)=[O:14])[C@@H:2]([C:10]([N:23]([CH3:32])[C@H:24]([C:28]([O:30][CH3:31])=[O:29])[CH:25]([CH3:27])[CH3:26])=[O:12])[CH2:3][C:4]1[CH:5]=[CH:6][CH:7]=[CH:8][CH:9]=1 |f:1.2|. Procedure: A solution of 16.1 g of Z-DPhe-OH, 10 g of H-NMeVal-OMe hydrochloride and 10.1 ml of diisopropyl-ethylamine in 100 ml of dichloromethane is cooled to 0-5° and 11.35 g of EDCI are added. The mixture is first stirred-for one hour at 0-5°, then overnight at room temperature. The solvent is removed and the residue is taken up in MTBE and washed with Na2CO3 (5%), 1N HCl and water and dried. After removal of the solvent, Z-DPhe-NMeVal-OMe is obtained in a yield of 84.5%. Reaction SMILES: [CH3:33][c:34]1[cH:35][cH:36][cH:37][cH:38][cH:39]1.[NH2-:31].[Na:30].[O:17]1[CH:18]([O:23][CH2:24][CH2:25][O:26][CH2:27][CH2:28][Cl:29])[CH2:19][CH2:20][CH2:21][CH2:22]1.[OH2:32].[cH:1]1[cH:2][cH:3][cH:4][c:5]2[c:6]1[NH:7][c:8]1[c:9]([cH:13][cH:14][cH:15][cH:16]1)[CH2:10][CH2:11][CH2:12]2>>[cH:1]1[cH:2][cH:3][cH:4][c:5]2[c:6]1[N:7]([CH2:28][CH2:27][O:26][CH2:25][CH2:24][O:23][CH:18]1[O:17][CH2:22][CH2:21][CH2:20][CH2:19]1)[c:8]1[c:9]([cH:13][cH:14][cH:15][cH:16]1)[CH2:10][CH2:11][CH2:12]2. Product: c1ccc2c(c1)CCCc1ccccc1N2CCOCCOC1CCCCO1. Reactants: Cc1ccccc1, [NH2-], [Na], ClCCOCCOC1CCCCO1, O, c1ccc2c(c1)CCCc1ccccc1N2.